From a dataset of the Open Reaction Database (ORD), a public repository of structured organic reaction records. describe an organic reaction: reactants, conditions, products, and yield The reactants are C1(=CC=CC=C1)C(C)(C)C1=CC=CC=C1 (2,2-Diphenylpropane), C1N2CN3CN1CN(C2)C3 (hexamethylenetetramine), FC(C(=O)O)(F)F (trifluoroacetic acid), ice water, C([O-])([O-])=O.[K+].[K+] (potassium carbonate). Reaction conditions: time 1 hour. The product is CC(C)(C1=CC=CC=C1)C1=CC=C(C=O)C=C1 (4-(1-Methyl-1-phenylethyl)benzaldehyde). The yield is 80.5%. Reaction SMILES: [C:1]1([C:7]([C:10]2[CH:15]=[CH:14][CH:13]=[CH:12][CH:11]=2)([CH3:9])[CH3:8])[CH:6]=[CH:5][CH:4]=[CH:3][CH:2]=1.C1N2CN3CN(C2)CN1C3.FC(F)(F)[C:28](O)=[O:29].C(=O)([O-])[O-].[K+].[K+]>>[CH3:8][C:7]([C:10]1[CH:11]=[CH:12][C:13]([CH:28]=[O:29])=[CH:14][CH:15]=1)([C:1]1[CH:6]=[CH:5][CH:4]=[CH:3][CH:2]=1)[CH3:9] |f:3.4.5|. Procedure details: 2,2-Diphenylpropane (3.93 g; 20.0 mmol) and hexamethylenetetramine (2.80 g; 20.0 mmol) were added to trifluoroacetic acid (35 ml), and the mixture was refluxed for 16 hours. The mixture was brought to room temperature, and poured into ice/water, followed by stirring for 1 hour. The pH of the mixture was adjusted to about 9 with potassium carbonate, followed by extraction with ether (100 ml). The organic layer was washed with saturated aqueous sodium bicarbonate solution, and dried over anhydrous... The reactants are [H-].[Na+] (Sodium hydride), O=C(/C=C/C1=CNC2=CC(=CC=C12)\C=C\C(=O)N1CCCC1)N1CCCC1 (E,E-3,6-di(3-oxo-3-pyrrolidino-1-propenyl)indole), COC(C1=CC(=C(C=C1)CBr)OC)=O (methyl-4-bromomethyl-3-methoxybenzoate). Run in CN(C=O)C (N,N-dimethylformamide), CN(C=O)C (N,N-dimethylformamide). Yields the product O=C(/C=C/C1=CN(C2=CC(=CC=C12)\C=C\C(=O)N1CCCC1)CC1=C(C=C(C(=O)OC)C=C1)OC)N1CCCC1 (methyl E,E-4-[3,6-di(3-oxo-3-pyrrolidino-1-propenyl)indol-1-ylmethyl]-3-methoxybenzoate). Isolated yield 76.1%. Reaction SMILES: [H-].[Na+].[O:3]=[C:4]([N:25]1[CH2:29][CH2:28][CH2:27][CH2:26]1)/[CH:5]=[CH:6]/[C:7]1[C:15]2[C:10](=[CH:11][C:12](/[CH:16]=[CH:17]/[C:18]([N:20]3[CH2:24][CH2:23][CH2:22][CH2:21]3)=[O:19])=[CH:13][CH:14]=2)[NH:9][CH:8]=1.[CH3:30][O:31][C:32](=[O:43])[C:33]1[CH:38]=[CH:37][C:36]([CH2:39]Br)=[C:35]([O:41][CH3:42])[CH:34]=1>CN(C)C=O>[O:3]=[C:4]([N:25]1[CH2:26][CH2:27][CH2:28][CH2:29]1)/[CH:5]=[CH:6]/[C:7]1[C:15]2[C:10](=[CH:11][C:12](/[CH:16]=[CH:17]/[C:18]([N:20]3[CH2:21][CH2:22][CH2:23][CH2:24]3)=[O:19])=[CH:13][CH:14]=2)[N:9]([CH2:39][C:36]2[CH:37]=[CH:38][C:33]([C:32]([O:31][CH3:30])=[O:43])=[CH:34][C:35]=2[O:41][CH3:42])[CH:8]=1 |f:0.1|. Procedure: Sodium hydride (0.15 g of a 60% dispersion in mineral oil) was added to a stirred solution of E,E-3,6-di(3-oxo-3-pyrrolidino-1-propenyl)indole (0.97 g) in N,N-dimethylformamide (30 ml) cooled in an ice bath. After approximately 1 hr a solution of methyl-4-bromomethyl-3-methoxybenzoate (0.74 g) in N,N-dimethylformamide (10 ml) was added dropwise, the cooling bath was removed, and the mixture stirred for hr. The mixture was added slowly to vigorously stirred 1M hydrochloric acid (300 ml); the prec... The product is CC(C(C(=O)O)(C)C)C=1N(C2=CC=C(C=C2C1SC(C)(C)C)OCC=C)CC1=CC=C(C=C1)Cl (Methyl 3-[N-(p-chlorobenzyl)-5-allyloxy-3-(t-butylthio)indol-2-yl]-2,2-dimethylpropanoic acid). The reactants are O (Water), C(=O)([O-])[O-].[K+].[K+] (K2CO3), C(C=C)Br (allyl bromide), ClC1=CC=C(CN2C(=C(C3=CC(=CC=C23)O)SC(C)(C)C)CC(C(=O)OC)(C)C)C=C1 (methyl 3-[N-(p-chlorobenzyl)-5-hydroxy-3-(t-butylthio)indol-2-yl]-2,2-dimethylpropanoate). Solvent: CN(C)C=O (DMF). Reported procedure: 500 mg. of methyl 3-[N-(p-chlorobenzyl)-5-hydroxy-3-(t-butylthio)indol-2-yl]-2,2-dimethylpropanoate from Step C of Example 1 was dissolved in 5 mL of DMF and 20 mg of K2CO3 and 150 mg of allyl bromide were added. The reaction was stirred for 16 hrs. Water was added and the organic phase extracted with EtOAc (3×5 mL). The organic phase was dried with MgSO4 and evaporated to yield, after chromatography on silica gel (EtOAc:hexane 1:5), the title compound. RXN SMILES: [Cl:1][C:2]1[CH:31]=[CH:30][C:5]([CH2:6][N:7]2[C:15]3[C:10](=[CH:11][C:12]([OH:16])=[CH:13][CH:14]=3)[C:9]([S:17][C:18]([CH3:21])([CH3:20])[CH3:19])=[C:8]2[CH2:22][C:23]([CH3:29])([CH3:28])[C:24]([O:26]C)=[O:25])=[CH:4][CH:3]=1.[C:32]([O-])([O-])=O.[K+].[K+].[CH2:38](Br)[CH:39]=[CH2:40].O>CN(C=O)C>[CH3:32][CH:22]([C:8]1[N:7]([CH2:6][C:5]2[CH:30]=[CH:31][C:2]([Cl:1])=[CH:3][CH:4]=2)[C:15]2[C:10]([C:9]=1[S:17][C:18]([CH3:21])([CH3:19])[CH3:20])=[CH:11][C:12]([O:16][CH2:38][CH:39]=[CH2:40])=[CH:13][CH:14]=2)[C:23]([CH3:29])([CH3:28])[C:24]([OH:26])=[O:25] |f:1.2.3|. Conditions: time 16 hour. Starting materials: O (Water), COC(C1=CC=C(C=C1)CO)=O (4-(Hydroxymethyl)benzoic acid methyl ester), C(C)I (ethyl iodide), CC(C)([O-])C.[K+] (potassium tert-butoxide). Run in CN(C=O)C (N,N-dimethylformamide). Reaction conditions: time 1 hour. Yields the product COC(C1=CC=C(C=C1)COCC)=O (4-(ethoxymethyl)benzoic acid methyl ester). Isolated yield 85.6%. RXN SMILES: [CH3:1][O:2][C:3](=[O:12])[C:4]1[CH:9]=[CH:8][C:7]([CH2:10][OH:11])=[CH:6][CH:5]=1.[CH2:13](I)[CH3:14].CC(C)([O-])C.[K+].O>CN(C)C=O>[CH3:1][O:2][C:3](=[O:12])[C:4]1[CH:9]=[CH:8][C:7]([CH2:10][O:11][CH2:13][CH3:14])=[CH:6][CH:5]=1 |f:2.3|. Procedure details: 4-(Hydroxymethyl)benzoic acid methyl ester (2.0 g) and ethyl iodide (3.8 g) were dissolved in N,N-dimethylformamide (60 mL), potassium tert-butoxide (2.8 g) was added under ice-cooling, and the mixture was stirred at room temperature for 1 hr. Water was added to the reaction mixture, and the mixture was extracted with ethyl acetate. The organic layer was washed with saturated brine and dried over anhydrous sodium sulfate. The solvent was evaporated under reduced pressure, and the residue was pur...